Dataset: the Open Reaction Database (ORD), a public repository of structured organic reaction records. Task: describe an organic reaction: reactants, conditions, products, and yield Starting materials: [BH4-], CCOC(=O)C(CC(COCc1ccccc1)C(C)C)NC(=O)OC(C)(C)C, CCO, [Na+]. Yields the product CC(C)C(COCc1ccccc1)CC(CO)NC(=O)OC(C)(C)C. RXN SMILES: [BH4-:29].[CH2:1]([c:2]1[cH:3][cH:4][cH:5][cH:6][cH:7]1)[O:8][CH2:9][CH:10]([CH2:11][CH:12]([C:13](=[O:14])[O:15][CH2:16][CH3:17])[NH:18][C:19](=[O:20])[O:21][C:22]([CH3:23])([CH3:24])[CH3:25])[CH:26]([CH3:27])[CH3:28].[CH3:31][CH2:32][OH:33].[Na+:30]>>[CH2:1]([c:2]1[cH:3][cH:4][cH:5][cH:6][cH:7]1)[O:8][CH2:9][CH:10]([CH2:11][CH:12]([CH2:13][OH:14])[NH:18][C:19](=[O:20])[O:21][C:22]([CH3:23])([CH3:24])[CH3:25])[CH:26]([CH3:27])[CH3:28]. Starting materials: enol, ketone, ClC1=CC(=NC=C1)C (4-chloro-2-picoline), COC1=CC=C(C(=O)OCC)C=C1 (ethyl 4-methoxybenzoate), C[Si](C)(C)[N-][Si](C)(C)C.[Li+] (lithium bis(trimethylsilyl)amide). The solvent is O1CCCC1 (tetrahydrofuran). Reaction conditions: temperature 45 celsius. The product is ClC1=CC(=NC=C1)CC(=O)C1=CC=C(C=C1)OC (2-(4-Chloro-2-pyridinyl)-1-(4-methoxyphenyl)ethanone). RXN SMILES: [Cl:1][C:2]1[CH:7]=[CH:6][N:5]=[C:4]([CH3:8])[CH:3]=1.[CH3:9][O:10][C:11]1[CH:21]=[CH:20][C:14]([C:15](OCC)=[O:16])=[CH:13][CH:12]=1.C[Si]([N-][Si](C)(C)C)(C)C.[Li+]>O1CCCC1>[Cl:1][C:2]1[CH:7]=[CH:6][N:5]=[C:4]([CH2:8][C:15]([C:14]2[CH:20]=[CH:21][C:11]([O:10][CH3:9])=[CH:12][CH:13]=2)=[O:16])[CH:3]=1 |f:2.3|. Procedure: To a cold (0° C.) solution of 4-chloro-2-picoline (10 g, 78.4 mmol) and ethyl 4-methoxybenzoate (14.1 g, 78.4 mmol) in tetrahydrofuran (100 mL) was added lithium bis(trimethylsilyl)amide (157 mL, 1.0 M in tetrahydrofuran, 157 mmol) dropwise via a pressure equalizing funnel over half an hour. Upon complete addition, the ice bath was removed and the resulting solution was heated at 45° C. for 15 hours. The mixture was cooled to room temperature, and the solution was concentrated. Methanol was adde... Reagents/catalysts: C=1C=CC(=CC1)/C=C/C(=O)/C=C/C2=CC=CC=C2.C=1C=CC(=CC1)/C=C/C(=O)/C=C/C2=CC=CC=C2.C=1C=CC(=CC1)/C=C/C(=O)/C=C/C2=CC=CC=C2.[Pd].[Pd] (tris(dibenzylideneacetone)dipalladium(0)). As a reaction SMILES: Cl[C:2]1[N:3]=[C:4]([O:25][CH:26]2[CH2:31][CH2:30][O:29][CH2:28][CH2:27]2)[C:5]2[C:10]([C:11]3[CH:16]=[CH:15][N:14]=[CH:13][CH:12]=3)=[CH:9][N:8]([CH2:17][O:18][CH2:19][CH2:20][Si:21]([CH3:24])([CH3:23])[CH3:22])[C:6]=2[N:7]=1.CC1(C)C2C=CC=C(P(C3C=CC=CC=3)C3C=CC=CC=3)C=2OC2C1=CC=CC=2P(C1C=CC=CC=1)C1C=CC=CC=1.[NH2:74][C:75]1[CH:84]=[CH:83][C:78]([C:79]([NH:81][CH3:82])=[O:80])=[CH:77][C:76]=1[O:85][CH3:86].C(=O)([O-])[O-].[Cs+].[Cs+]>O1CCOCC1.C1C=CC(/C=C/C(/C=C/C2C=CC=CC=2)=O)=CC=1.C1C=CC(/C=C/C(/C=C/C2C=CC=CC=2)=O)=CC=1.C1C=CC(/C=C/C(/C=C/C2C=CC=CC=2)=O)=CC=1.[Pd].[Pd]>[CH3:86][O:85][C:76]1[CH:77]=[C:78]([CH:83]=[CH:84][C:75]=1[NH:74][C:2]1[N:3]=[C:4]([O:25][CH:26]2[CH2:27][CH2:28][O:29][CH2:30][CH2:31]2)[C:5]2[C:10]([C:11]3[CH:12]=[CH:13][N:14]=[CH:15][CH:16]=3)=[CH:9][N:8]([CH2:17][O:18][CH2:19][CH2:20][Si:21]([CH3:23])([CH3:22])[CH3:24])[C:6]=2[N:7]=1)[C:79]([NH:81][CH3:82])=[O:80] |f:3.4.5,7.8.9.10.11|. Yields the product COC=1C=C(C(=O)NC)C=CC1NC=1N=C(C2=C(N1)N(C=C2C2=CC=NC=C2)COCC[Si](C)(C)C)OC2CCOCC2 (3-Methoxy-N-methyl-4-((5-(pyridin-4-yl)-4-((tetrahydro-2H-pyran-4-yl)oxy)-7-((2-(trimethylsilyl)ethoxy)methyl)-7H-pyrrolo[2,3-d]pyrimidin-2-yl)amino)benzamide). The reactants are ClC=1N=C(C2=C(N1)N(C=C2C2=CC=NC=C2)COCC[Si](C)(C)C)OC2CCOCC2 (2-chloro-5-(pyridin-4-yl)-4-((tetrahydro-2H-pyran-4-yl)oxy)-7-((2-(trimethylsilyl)ethoxy)methyl)-7H-pyrrolo[2,3-d]pyrimidine), CC1(C2=CC=CC(=C2OC=2C(=CC=CC12)P(C1=CC=CC=C1)C1=CC=CC=C1)P(C1=CC=CC=C1)C1=CC=CC=C1)C ((9,9-dimethyl-9H-xanthene-4,5-diyl)bis(diphenylphosphine)), NC1=C(C=C(C(=O)NC)C=C1)OC (4-amino-3-methoxy-N-methylbenzamide), C([O-])([O-])=O.[Cs+].[Cs+] (cesium carbonate). The yield is 49.1%. Reaction conditions: temperature 150 celsius. Run in O1CCOCC1 (1,4-dioxane). Procedure: To a solution of 2-chloro-5-(pyridin-4-yl)-4-((tetrahydro-2H-pyran-4-yl)oxy)-7-((2-(trimethylsilyl)ethoxy)methyl)-7H-pyrrolo[2,3-d]pyrimidine (1 equiv), (9,9-dimethyl-9H-xanthene-4,5-diyl)bis(diphenylphosphine) (0.2 equiv), tris(dibenzylideneacetone)dipalladium(0) (0.1 equiv), 4-amino-3-methoxy-N-methylbenzamide (1.1 equiv) in 1,4-dioxane (0.1 M) was added cesium carbonate (3 equiv). The reaction mixtures were heated, with microwave irradiation, in a microwave reactor at 150° C. for 2 h. The rea... Starting materials: COC(=O)C1=Cc2cccc(SC)c2CCC1, CO, O, OO. Product: COC(=O)C1=Cc2cccc(S(C)(=O)=O)c2CCC1. RXN SMILES: [CH3:1][S:2][c:3]1[cH:4][cH:5][cH:6][c:7]2[c:13]1[CH2:12][CH2:11][CH2:10][C:9]([C:14](=[O:15])[O:16][CH3:17])=[CH:8]2.[CH3:21][OH:22].[OH2:20].[OH:18][OH:19]>>[CH3:1][S:2]([c:3]1[cH:4][cH:5][cH:6][c:7]2[c:13]1[CH2:12][CH2:11][CH2:10][C:9]([C:14](=[O:15])[O:16][CH3:17])=[CH:8]2)(=[O:20])=[O:22]. Starting materials: CCO, Cc1n[nH]c(N)c1-c1nc2c(F)cccc2s1, Cc1n[nH]c(N)c1-c1nc2c(F)ccc(S(=O)(=O)Cl)c2s1, N. Yields the product Cc1n[nH]c(N)c1-c1nc2c(F)cc(S(N)(=O)=O)cc2s1. As a reaction SMILES: [CH3:40][CH2:41][OH:42].[F:22][c:23]1[cH:24][cH:25][cH:26][c:27]2[c:28]1[n:29][c:30](-[c:32]1[c:33]([NH2:38])[nH:34][n:35][c:36]1[CH3:37])[s:31]2.[NH2:1][c:2]1[nH:3][n:4][c:5]([CH3:6])[c:7]1-[c:8]1[s:9][c:10]2[c:11]([S:17]([Cl:12])(=[O:18])=[O:19])[cH:13][cH:14][c:15]([F:16])[c:20]2[n:21]1.[NH3:39]>>[S:17](=[O:18])(=[O:19])([c:25]1[cH:24][c:23]([F:22])[c:28]2[c:27]([cH:26]1)[s:31][c:30](-[c:32]1[c:33]([NH2:38])[nH:34][n:35][c:36]1[CH3:37])[n:29]2)[NH2:39]. Product: ClC1=CC(=C(C=C1)N(S(=O)(=O)C1=CC(=C(C=C1)OC)OC)C(CO)C)CC1=C(C=CC=C1F)F (N-[4-chloro-2-(2,6-difluorobenzyl)phenyl]-N-(2-hydroxy-1-methylethyl)-3,4-dimethoxybenzenesulfonamide). As a reaction SMILES: [Cl:1][C:2]1[CH:7]=[CH:6][C:5]([N:8]([S:15]([C:18]2[CH:23]=[CH:22][C:21]([O:24][CH3:25])=[C:20]([O:26][CH3:27])[CH:19]=2)(=[O:17])=[O:16])[C@H:9]([C:11](OC)=[O:12])[CH3:10])=[C:4]([CH2:28][C:29]2[C:34]([F:35])=[CH:33][CH:32]=[CH:31][C:30]=2[F:36])[CH:3]=1.[H-].[Al+3].[Li+].[H-].[H-].[H-].[OH-].[Na+]>O1CCCC1.C(OCC)(=O)C>[Cl:1][C:2]1[CH:7]=[CH:6][C:5]([N:8]([CH:9]([CH3:10])[CH2:11][OH:12])[S:15]([C:18]2[CH:23]=[CH:22][C:21]([O:24][CH3:25])=[C:20]([O:26][CH3:27])[CH:19]=2)(=[O:17])=[O:16])=[C:4]([CH2:28][C:29]2[C:34]([F:35])=[CH:33][CH:32]=[CH:31][C:30]=2[F:36])[CH:3]=1 |f:1.2.3.4.5.6,7.8|. Procedure details: To 1.1 g of methyl N-[4-chloro-2-(2,6-difluorobenzyl)phenyl]-N-[(3,4-dimethoxyphenyl)sulfonyl]alaninate in 15 ml of tetrahydrofuran are added, at room temperature, 158 mg of lithium aluminium hydride. After refluxing for 5 hours, the mixture is cooled to room temperature and hydrolysed with 15% sodium hydroxide solution. The medium is taken up in ethyl acetate and washed with water, the phases are separated by settling and the organic phase is dried over anhydrous sodium sulfate. The organic pha... The solvent is C(C)(=O)OCC (ethyl acetate), O1CCCC1 (tetrahydrofuran). Starting materials: [H-].[Al+3].[Li+].[H-].[H-].[H-] (lithium aluminium hydride), ClC1=CC(=C(C=C1)N([C@@H](C)C(=O)OC)S(=O)(=O)C1=CC(=C(C=C1)OC)OC)CC1=C(C=CC=C1F)F (methyl N-[4-chloro-2-(2,6-difluorobenzyl)phenyl]-N-[(3,4-dimethoxyphenyl)sulfonyl]alaninate), [OH-].[Na+] (sodium hydroxide). Yield: 20.6%. Reaction SMILES: [Br:2][c:3]1[c:4]([CH2:11][C:12]2([F:25])[CH2:13][CH2:14][N:15]([C:18]([O:19][C:20]([CH3:21])([CH3:22])[CH3:23])=[O:24])[CH2:16][CH2:17]2)[n:5]([CH3:10])[n:6][c:7]1[C:8]#[N:9].[CH3:26][CH2:27][OH:28].[ClH:1]>>[Br:2][c:3]1[c:4]([CH2:11][C:12]2([F:25])[CH2:13][CH2:14][NH:15][CH2:16][CH2:17]2)[n:5]([CH3:10])[n:6][c:7]1[C:8]#[N:9].[ClH:1]. Yields the product Cn1nc(C#N)c(Br)c1CC1(F)CCNCC1, Cl. The reactants are Cn1nc(C#N)c(Br)c1CC1(F)CCN(C(=O)OC(C)(C)C)CC1, CCO, Cl.